This data is from the Open Reaction Database (ORD), a public repository of structured organic reaction records. The task is: describe an organic reaction: reactants, conditions, products, and yield As a reaction SMILES: [CH3:1][O:2][c:3]1[cH:4][c:5](-[c:13]2[s:14][cH:15][c:16]([CH:18]=[CH:19][C:20](=[O:21])[O:22][CH2:23][CH3:24])[n:17]2)[cH:6][c:7]([O:11][CH3:12])[c:8]1[O:9][CH3:10].[CH3:25][OH:26]>>[CH3:1][O:2][c:3]1[cH:4][c:5](-[c:13]2[s:14][cH:15][c:16]([CH2:18][CH2:19][C:20](=[O:21])[O:22][CH2:23][CH3:24])[n:17]2)[cH:6][c:7]([O:11][CH3:12])[c:8]1[O:9][CH3:10]. Product: CCOC(=O)CCc1csc(-c2cc(OC)c(OC)c(OC)c2)n1. Reactants: CCOC(=O)C=Cc1csc(-c2cc(OC)c(OC)c(OC)c2)n1, CO. The reactants are BrC1=CC(=C(C(=O)O)C=C1)OC (4-bromo-2-methoxy-benzoic acid), C1(=CC=CC=C1)C=CS(=O)(=O)N (2-phenyl-ethenesulfonic acid amide), iii, IC1=C(C=CC=C1)OC (iodoanisole), C(C)N=C=NCCCN(C)C (1-ethyl-3-(3′-dimethylaminopropyl)carbodiimide). The reagents and catalysts are CN(C1=CC=NC=C1)C (4-(dimethylamino)-pyridine). Solvent: CN(C=O)C (N,N-dimethylformamide), ClCCl (dichloromethane). Reaction conditions: time 20 hour. The product is BrC1=CC(=C(C(=O)NS(=O)(=O)\C=C\C2=CC=CC=C2)C=C1)OC ((E)-2-phenyl-ethenesulfonic acid 4-bromo-2-methoxy-benzoylamide). Reaction SMILES: [Br:1][C:2]1[CH:10]=[CH:9][C:5]([C:6]([OH:8])=O)=[C:4]([O:11][CH3:12])[CH:3]=1.[C:13]1([CH:19]=[CH:20][S:21]([NH2:24])(=[O:23])=[O:22])[CH:18]=[CH:17][CH:16]=[CH:15][CH:14]=1.IC1C=CC=CC=1OC.C(N=C=NCCCN(C)C)C>ClCCl.CN(C)C1C=CN=CC=1.CN(C)C=O>[Br:1][C:2]1[CH:10]=[CH:9][C:5]([C:6]([NH:24][S:21](/[CH:20]=[CH:19]/[C:13]2[CH:18]=[CH:17][CH:16]=[CH:15][CH:14]=2)(=[O:22])=[O:23])=[O:8])=[C:4]([O:11][CH3:12])[CH:3]=1. Procedure details: To a solution of 4-bromo-2-methoxy-benzoic acid (159 mg, 0.69 mmol) and 2-phenyl-ethenesulfonic acid amide (108 mg, 0.59 mmol) (which was prepared analogously to example 1-1 steps i) to iii) starting from iodoanisole) in dichloromethane (5 mL) and N,N-dimethylformamide (DMF) (2 mL) is added 1-ethyl-3-(3′-dimethylaminopropyl)carbodiimide (EDCI) (170 mg, 0.89 mmol) and 4-(dimethylamino)-pyridine (DMAP) (89 mg, 0.73 mmol) at RT. The mixture was stirred at RT for 20 h, and solvent removed under redu... Starting materials: C(O)([O-])=O.[Na+] (sodium hydrogencarbonate), COC[C@@H](OC=1C=C(C=C(C1)OC=1C=NC(=CC1)S(=O)(=O)C)C1=CC=C(N1)C(=O)N[C@@H](CO)C(=O)OC)C (Methyl N-{[5-(3-[(1S)-2-methoxy-1-methylethoxy]-5-{[6-(methylsulfonyl)pyridin-3-yl]oxy}phenyl)-1H-pyrrol-2-yl]carbonyl}-L-serinate), C([O-])([O-])=O.[K+].[K+] (potassium carbonate), COCCN(CCOC)S(F)(F)F (bis(2-methoxyethyl)aminosulfur trifluoride). The solvent is C(Cl)Cl (methylene chloride). Conditions: time 30 minute. The product is COC[C@@H](OC=1C=C(C=C(C1)OC=1C=NC(=CC1)S(=O)(=O)C)C1=CC=C(N1)C=1OC[C@H](N1)C(=O)OC)C (Methyl (4S)-2-[5-(3-[(1S)-2-methoxy-1-methylethoxy]-5-{[6-(methylsulfonyl)pyridin-3-yl]oxy}phenyl)-1H-pyrrol-2-yl]-4,5-dihydro-1,3-oxazole-4-carboxylate). Yield: 93.1%. As a reaction SMILES: [CH3:1][O:2][CH2:3][C@H:4]([CH3:38])[O:5][C:6]1[CH:7]=[C:8]([C:23]2[NH:27][C:26]([C:28]([NH:30][C@H:31]([C:34]([O:36][CH3:37])=[O:35])[CH2:32][OH:33])=O)=[CH:25][CH:24]=2)[CH:9]=[C:10]([O:12][C:13]2[CH:14]=[N:15][C:16]([S:19]([CH3:22])(=[O:21])=[O:20])=[CH:17][CH:18]=2)[CH:11]=1.COCCN(S(F)(F)F)CCOC.C(=O)([O-])[O-].[K+].[K+].C(=O)([O-])O.[Na+]>C(Cl)Cl>[CH3:1][O:2][CH2:3][C@H:4]([CH3:38])[O:5][C:6]1[CH:7]=[C:8]([C:23]2[NH:27][C:26]([C:28]3[O:33][CH2:32][C@@H:31]([C:34]([O:36][CH3:37])=[O:35])[N:30]=3)=[CH:25][CH:24]=2)[CH:9]=[C:10]([O:12][C:13]2[CH:14]=[N:15][C:16]([S:19]([CH3:22])(=[O:21])=[O:20])=[CH:17][CH:18]=2)[CH:11]=1 |f:2.3.4,5.6|. Procedure details: Methyl N-{[5-(3-[(1S)-2-methoxy-1-methylethoxy]-5-{[6-(methylsulfonyl)pyridin-3-yl]oxy}phenyl)-1H-pyrrol-2-yl]carbonyl}-L-serinate (1.91 g, 3.57 mmol) synthesized in Example (86a) was dissolved in methylene chloride (40 mL), and bis(2-methoxyethyl)aminosulfur trifluoride (0.85 mL, 4.64 mmol) was added dropwise at −78° C. After stirring for 30 minutes under nitrogen atmosphere, potassium carbonate (0.74 g, 5.35 mmol) was added, and stirring was carried out at 0° C. for 10 minutes, followed by fur... The reactants are C(CCC)(=O)C1(CCN(CC1)C(=O)OC(C)(C)C)C1CCCCC1 (tert-butyl 4-butyryl-4-cyclohexylpiperidine-1-carboxylate), FC(C(=O)O)(F)F (trifluoroacetic acid), [OH-].[Na+] (NaOH). Solvent: ClCCl (dichloromethane). Reaction conditions: time 2 hour. Yields the product C1(CCCCC1)C1(CCNCC1)C(CCC)=O (1-(4-cyclohexylpiperidin-4-yl)butan-1-one). The yield is 119.5%. RXN SMILES: [C:1]([C:6]1([CH:19]2[CH2:24][CH2:23][CH2:22][CH2:21][CH2:20]2)[CH2:11][CH2:10][N:9](C(OC(C)(C)C)=O)[CH2:8][CH2:7]1)(=[O:5])[CH2:2][CH2:3][CH3:4].FC(F)(F)C(O)=O.[OH-].[Na+]>ClCCl>[CH:19]1([C:6]2([C:1](=[O:5])[CH2:2][CH2:3][CH3:4])[CH2:7][CH2:8][NH:9][CH2:10][CH2:11]2)[CH2:20][CH2:21][CH2:22][CH2:23][CH2:24]1 |f:2.3|. Procedure details: 2.5 g (7.4 mmol) of tert-butyl 4-butyryl-4-cyclohexylpiperidine-1-carboxylate (cf. preparation 17-1-4) are diluted in a mixture comprising 40 mL of dichloromethane and 8 mL of trifluoroacetic acid. The mixture is stirred at room temperature for 2 hours and the reaction is then stopped by adding aqueous 1N NaOH solution and the organic compounds are extracted with dichloromethane. The organic phase is dried and then concentrated. 2.1 g of 1-(4-cyclohexylpiperidin-4-yl)butan-1-one in the form of a... Starting materials: C1(=CC=C(C=C1)B(O)O)C1=CC=CC=C1 (4-Biphenylboronic acid), C(=O)([O-])[O-].[K+].[K+] (K2CO3), FC=1C(=CC(=C(C1)N)[N+](=O)[O-])I (5-Fluoro-4-iodo-2-nitro-phenylamine), O (H2O). Reagents/catalysts: C=1C=CC(=CC1)[P](C=2C=CC=CC2)(C=3C=CC=CC3)[Pd]([P](C=4C=CC=CC4)(C=5C=CC=CC5)C=6C=CC=CC6)([P](C=7C=CC=CC7)(C=8C=CC=CC8)C=9C=CC=CC9)[P](C=1C=CC=CC1)(C=1C=CC=CC1)C=1C=CC=CC1 (Pd(PPh3)4). Run in C1(=CC=CC=C1)C (toluene), CN(C)C=O (DMF), CCOC(=O)C (EtOAc). Reaction conditions: temperature 130 celsius. Yields the product FC1=C(C=C(C(=C1)N)[N+](=O)[O-])C1=CC=C(C=C1)C1=CC=CC=C1 (2-Fluoro-5-nitro-[1,1′;4′1″]terphenyl-4-ylamine). As a reaction SMILES: [C:1]1([C:10]2[CH:15]=[CH:14][CH:13]=[CH:12][CH:11]=2)[CH:6]=[CH:5][C:4](B(O)O)=[CH:3][CH:2]=1.C([O-])([O-])=O.[K+].[K+].[F:22][C:23]1[C:24](I)=[CH:25][C:26]([N+:30]([O-:32])=[O:31])=[C:27]([NH2:29])[CH:28]=1.O>C1(C)C=CC=CC=1.CN(C=O)C.CCOC(C)=O.C1C=CC([P]([Pd]([P](C2C=CC=CC=2)(C2C=CC=CC=2)C2C=CC=CC=2)([P](C2C=CC=CC=2)(C2C=CC=CC=2)C2C=CC=CC=2)[P](C2C=CC=CC=2)(C2C=CC=CC=2)C2C=CC=CC=2)(C2C=CC=CC=2)C2C=CC=CC=2)=CC=1>[F:22][C:23]1[CH:28]=[C:27]([NH2:29])[C:26]([N+:30]([O-:32])=[O:31])=[CH:25][C:24]=1[C:13]1[CH:14]=[CH:15][C:10]([C:1]2[CH:6]=[CH:5][CH:4]=[CH:3][CH:2]=2)=[CH:11][CH:12]=1 |f:1.2.3,^1:56,58,77,96|. Reported procedure: A mixture of 4-Biphenylboronic acid (737 mg, 2.4 mmol), K2CO3 (995 mg, 7.2 mmol), Pd(PPh3)4 (139 mg, 0.12 mmol), compound 13-1 (700 mg, 2.4 mmol) in 10 mL toluene, 2 mL DMF, and 2 mL H2O was suspended in a microwave reactor vial and heated to 130° C. for 10 min in a microwave reactor. The resulting dark solution was then diluted with EtOAc (150 mL) and washed three times with 50 mL portions of saturated aqueous NH4Cl. The combined organic layers were dried over MgSO4 filtered and concentrated in... The reactants are ClC1=NC2=CC=CC=C2C=C1 (2-chloroquinoline), OCCN(CCO)CCCN (bis(2-hydroxyethyl)aminopropylamine), C([O-])([O-])=O.[Na+].[Na+] (sodium carbonate). Run in C(C)(C)O (isopropanol). The product is OCCN(CCCNC1=NC2=CC=CC=C2C=C1)CCO (2-[3-bis(2-hydroxyethyl)aminopropyl]amino-quinoline). Reaction SMILES: Cl[C:2]1[CH:11]=[CH:10][C:9]2[C:4](=[CH:5][CH:6]=[CH:7][CH:8]=2)[N:3]=1.[OH:12][CH2:13][CH2:14][N:15]([CH2:19][CH2:20][CH2:21][NH2:22])[CH2:16][CH2:17][OH:18].C(=O)([O-])[O-].[Na+].[Na+]>C(O)(C)C>[OH:18][CH2:17][CH2:16][N:15]([CH2:14][CH2:13][OH:12])[CH2:19][CH2:20][CH2:21][NH:22][C:2]1[CH:11]=[CH:10][C:9]2[C:4](=[CH:5][CH:6]=[CH:7][CH:8]=2)[N:3]=1 |f:2.3.4|. Reported procedure: A mixture of 5.05 g. of 2-chloroquinoline, 5.5 g. of bis(2-hydroxyethyl)aminopropylamine and 3.0 g. of sodium carbonate is heated in 20 ml. of refluxing isopropanol for 24 hours. The reaction mixture is then filtered, solvent removed in vacuo and the residue chromatographed over silica gel to obtain an oil of 2-[3-bis(2-hydroxyethyl)aminopropyl]amino-quinoline. The reactants are C(=O)(O)CN(C)CC1=CC=C(C=C1)[N+](=O)[O-] (4-[(N-carboxymethyl-N-methyl-amino)-methyl]-nitrobenzene), Cl.CNC (dimethylamine hydrochloride). The product is CN(C(=O)CN(C)CC1=CC=C(C=C1)[N+](=O)[O-])C (4-[(N-(dimethylcarbamoyl-methyl)-N-methyl-amino)-methyl]-nitrobenzene). Reaction SMILES: [C:1]([CH2:4][N:5]([CH2:7][C:8]1[CH:13]=[CH:12][C:11]([N+:14]([O-:16])=[O:15])=[CH:10][CH:9]=1)[CH3:6])([OH:3])=O.Cl.[CH3:18][NH:19][CH3:20]>>[CH3:18][N:19]([CH3:20])[C:1]([CH2:4][N:5]([CH2:7][C:8]1[CH:13]=[CH:12][C:11]([N+:14]([O-:16])=[O:15])=[CH:10][CH:9]=1)[CH3:6])=[O:3] |f:1.2|. Procedure: Prepared from 4-[(N-carboxymethyl-N-methyl-amino)-methyl]-nitrobenzene and dimethylamine hydrochloride